From a dataset of the Open Reaction Database (ORD), a public repository of structured organic reaction records. describe an organic reaction: reactants, conditions, products, and yield Starting materials: C(C1=CC=CC=C1)OC1=CC=C(C=C1)C1=NC(=NO1)C1=CC=C(C=C1)OC1=CC=CC=C1 (5-(4-(benzyloxy)phenyl)-3-(4-phenoxyphenyl)-1,2,4-oxadiazole). The reagents and catalysts are [Pd] (Pd/C). Solvent: CO (methanol), C1CCOC1 (THF). Conditions: temperature 55 celsius, time 24 hour. The product is O(C1=CC=CC=C1)C1=CC=C(C=C1)C1=NOC(=N1)C1=CC=C(C=C1)O (4-(3-(4-phenoxyphenyl)-1,2,4-oxadiazol-5-yl)phenol). The yield is 30.3%. Reaction SMILES: C([O:8][C:9]1[CH:14]=[CH:13][C:12]([C:15]2[O:19][N:18]=[C:17]([C:20]3[CH:25]=[CH:24][C:23]([O:26][C:27]4[CH:32]=[CH:31][CH:30]=[CH:29][CH:28]=4)=[CH:22][CH:21]=3)[N:16]=2)=[CH:11][CH:10]=1)C1C=CC=CC=1>CO.C1COCC1.[Pd]>[O:26]([C:23]1[CH:22]=[CH:21][C:20]([C:17]2[N:16]=[C:15]([C:12]3[CH:13]=[CH:14][C:9]([OH:8])=[CH:10][CH:11]=3)[O:19][N:18]=2)=[CH:25][CH:24]=1)[C:27]1[CH:32]=[CH:31][CH:30]=[CH:29][CH:28]=1. Reported procedure: To 5-(4-(benzyloxy)phenyl)-3-(4-phenoxyphenyl)-1,2,4-oxadiazole (50 mg, 120 μmol) was added 10% Pd/C (1 mg, 8 μmol) and the mixture was suspended in methanol (3.0 mL) and THF (3.0 mL). The solution was stirred under H2 at 55° C. for 24 hours. The solution was filtered through Celite and the solvent was removed under reduced pressure and then purified by column chromatography EtOAc/Hex (1:6→1:4) to give the product as a white solid (12 mg, 31%). 1H NMR (500 MHz, CDCL3) δ(ppm): 5.83 (1H, bs), 6.98... As a reaction SMILES: [CH3:1][O:2][c:3]1[cH:4][c:5]([CH:6]=[O:7])[cH:8][c:9]([O:11][CH3:12])[cH:10]1.[CH:13]1([NH2:23])[CH2:14][CH2:15][CH2:16][c:17]2[cH:18][cH:19][cH:20][cH:21][c:22]21>>[CH3:1][O:2][c:3]1[cH:4][c:5]([CH2:6][NH:23][CH:13]2[CH2:14][CH2:15][CH2:16][c:17]3[cH:18][cH:19][cH:20][cH:21][c:22]32)[cH:8][c:9]([O:11][CH3:12])[cH:10]1. Reactants: COc1cc(C=O)cc(OC)c1, NC1CCCc2ccccc21. The product is COc1cc(CNC2CCCc3ccccc32)cc(OC)c1. The reactants are O=C([O-])O, C=Cc1cnc(C)c(O)c1CSC(=O)c1ccccc1, Cl, [Na+], [Na+], C1CCOC1, [OH-]. The product is C=Cc1cnc(C)c(O)c1CS. Reaction SMILES: [C:24](=[O:25])([OH:26])[O-:27].[CH3:1][c:2]1[n:3][cH:4][c:5]([CH:19]=[CH2:20])[c:6]([CH2:9][S:10][C:11](=[O:12])[c:13]2[cH:14][cH:15][cH:16][cH:17][cH:18]2)[c:7]1[OH:8].[ClH:23].[Na+:22].[Na+:28].[O:29]1[CH2:30][CH2:31][CH2:32][CH2:33]1.[OH-:21]>>[CH3:1][c:2]1[n:3][cH:4][c:5]([CH:19]=[CH2:20])[c:6]([CH2:9][SH:10])[c:7]1[OH:8]. The reactants are BrC=1N=C(OC1C1N=C(N=CC1)Cl)C1=CC=C(C=C1)C(F)(F)F (4-bromo-5-(2-chloro-4,5-dihydropyrimidin-4-yl)-2-(4-(trifluoromethyl)phenyl)oxazole). The reagents and catalysts are O=[Mn]=O (MnO2). The solvent is CCOC(=O)C (EtOAc). Product: BrC=1N=C(OC1C1=NC(=NC=C1)Cl)C1=CC=C(C=C1)C(F)(F)F (4-bromo-5-(2-chloropyrimidin-4-yl)-2-(4-(trifluoromethyl)phenyl)oxazole). Isolated yield 27.3%. As a reaction SMILES: [Br:1][C:2]1[N:3]=[C:4]([C:14]2[CH:19]=[CH:18][C:17]([C:20]([F:23])([F:22])[F:21])=[CH:16][CH:15]=2)[O:5][C:6]=1[CH:7]1[CH2:12][CH:11]=[N:10][C:9]([Cl:13])=[N:8]1>CCOC(C)=O.O=[Mn]=O>[Br:1][C:2]1[N:3]=[C:4]([C:14]2[CH:15]=[CH:16][C:17]([C:20]([F:23])([F:22])[F:21])=[CH:18][CH:19]=2)[O:5][C:6]=1[C:7]1[CH:12]=[CH:11][N:10]=[C:9]([Cl:13])[N:8]=1. Procedure details: A solution of lithium diisopropylamide (1.8 M in THF-heptane-ethylbenzene, 1.4 mL, 2.6 mmol) was added dropwise into a cooled solution of 5-bromo-2-(4-(trifluoromethyl)phenyl)oxazole (620 mg, 2.1 mmol) in dry THF (20 mL) at −78° C. After 2.5 h, 2-chloropyrimidine (292 mg, 2.6 mmol) was added. After 10 min, the reaction flask was raised half way out of the acetone-dry ice bath and maintained for 30 min, after which the reaction was warmed to 10° C. in an ice-water bath and maintained for 1 h. The...